Dataset: the Open Reaction Database (ORD), a public repository of structured organic reaction records. Task: describe an organic reaction: reactants, conditions, products, and yield Starting materials: C, CCN1CCN(C(=O)c2ccc(C)c([N+](=O)[O-])c2)CC1, CO, [Pd]. The product is CCN1CCN(C(=O)c2ccc(C)c(N)c2)CC1. RXN SMILES: [C:23].[CH2:1]([CH3:2])[N:3]1[CH2:4][CH2:5][N:6]([C:9](=[O:10])[c:11]2[cH:12][c:13]([N+:18]([O-:19])=[O:20])[c:14]([CH3:17])[cH:15][cH:16]2)[CH2:7][CH2:8]1.[CH3:21][OH:22].[Pd:24]>>[CH2:1]([CH3:2])[N:3]1[CH2:4][CH2:5][N:6]([C:9](=[O:10])[c:11]2[cH:12][c:13]([NH2:18])[c:14]([CH3:17])[cH:15][cH:16]2)[CH2:7][CH2:8]1. The reactants are CCOC(=O)CCC1CC(N(CC(C)C)CC2CC(n3ccc4c(NCc5ccc(OC)cc5OC)ncnc43)C3OC(C)(C)OC23)C1, CO, Cl, [Li+], C1CCOC1, [OH-]. Yields the product COc1ccc(CNc2ncnc3c2ccn3C2CC(CN(CC(C)C)C3CC(CCC(=O)O)C3)C3OC(C)(C)OC32)c(OC)c1. Reaction SMILES: [CH3:3][O:4][c:5]1[c:6]([CH2:7][NH:8][c:9]2[c:10]3[c:11]([n:12][cH:13][n:14]2)[n:15]([CH:18]2[CH2:19][CH:20]([CH2:28][N:29]([CH:30]4[CH2:31][CH:32]([CH2:34][CH2:35][C:36](=[O:37])[O:38][CH2:39][CH3:40])[CH2:33]4)[CH2:41][CH:42]([CH3:43])[CH3:44])[CH:21]4[CH:22]2[O:23][C:24]([CH3:26])([CH3:27])[O:25]4)[cH:16][cH:17]3)[cH:45][cH:46][c:47]([O:49][CH3:50])[cH:48]1.[CH3:56][OH:57].[ClH:58].[Li+:1].[O:51]1[CH2:52][CH2:53][CH2:54][CH2:55]1.[OH-:2]>>[CH3:3][O:4][c:5]1[c:6]([CH2:7][NH:8][c:9]2[c:10]3[c:11]([n:12][cH:13][n:14]2)[n:15]([CH:18]2[CH2:19][CH:20]([CH2:28][N:29]([CH:30]4[CH2:31][CH:32]([CH2:34][CH2:35][C:36](=[O:37])[OH:38])[CH2:33]4)[CH2:41][CH:42]([CH3:43])[CH3:44])[CH:21]4[CH:22]2[O:23][C:24]([CH3:26])([CH3:27])[O:25]4)[cH:16][cH:17]3)[cH:45][cH:46][c:47]([O:49][CH3:50])[cH:48]1. The product is CC(=O)C(C)Cc1ccccc1. Reactants: CCOCC, [Li]C, CC(Cc1ccccc1)C(=O)O. As a reaction SMILES: [CH3:15][CH2:16][O:17][CH2:18][CH3:19].[CH3:1][Li:2].[CH3:3][CH:4]([C:5](=[O:6])[OH:7])[CH2:8][c:9]1[cH:10][cH:11][cH:12][cH:13][cH:14]1>>[CH3:1][C:5]([CH:4]([CH3:3])[CH2:8][c:9]1[cH:10][cH:11][cH:12][cH:13][cH:14]1)=[O:7]. Reactants: OC(CN1CCNCC1)CO (1-(2,3-dihydroxypropyl)piperazine), C(C)OC(=O)C=1C(=NC=NC1)Cl (4-chloropyrimidine-5-carboxylic acid ethyl ester). Solvent: O1CCOCC1 (dioxane). The product is Cl.Cl.C(C)OC(=O)C=1C(=NC=NC1)N1CCN(CC1)CC(CO)O (4-[4-(2,3-dihydroxypropyl)piperazin-1-yl]pyrimidine-5-carboxylic acid ethyl ester dihydrochloride). As a reaction SMILES: [OH:1][CH:2]([CH2:10][OH:11])[CH2:3][N:4]1[CH2:9][CH2:8][NH:7][CH2:6][CH2:5]1.[CH2:12]([O:14][C:15]([C:17]1[C:18]([Cl:23])=[N:19][CH:20]=[N:21][CH:22]=1)=[O:16])[CH3:13]>O1CCOCC1>[ClH:23].[ClH:23].[CH2:12]([O:14][C:15]([C:17]1[C:18]([N:7]2[CH2:8][CH2:9][N:4]([CH2:3][CH:2]([OH:1])[CH2:10][OH:11])[CH2:5][CH2:6]2)=[N:19][CH:20]=[N:21][CH:22]=1)=[O:16])[CH3:13] |f:3.4.5|. Reported procedure: Grams 7.4 of 1-(2,3-dihydroxypropyl)piperazine and 4.3 g of 4-chloropyrimidine-5-carboxylic acid ethyl ester were warmed to 90° C. for 45 minutes in 100 ml dioxane. The reaction mixture was then settled, the supernatant liquor evaporated to dryness and the residue dissolved in hydrochloric ethanol and diluted with isopropanol until complete precipitation. By addition of 95° ethanol, the so formed gum crystallized and 4 g of 4-[4-(2,3-dihydroxypropyl)piperazin-1-yl]pyrimidine-5-carboxylic acid et...